Dataset: the Open Reaction Database (ORD), a public repository of structured organic reaction records. Task: describe an organic reaction: reactants, conditions, products, and yield Reactants: Cl, Cl[Cu], O=N[O-], N#Cc1ccc(-c2ncccc2C(F)(F)F)nc1N, [Na+], O. The product is N#Cc1ccc(-c2ncccc2C(F)(F)F)nc1Cl. Reaction SMILES: [ClH:25].[Cu:26][Cl:27].[N:20]([O-:21])=[O:22].[NH2:1][c:2]1[c:3]([C:18]#[N:19])[cH:4][cH:5][c:6](-[c:8]2[n:9][cH:10][cH:11][cH:12][c:13]2[C:14]([F:15])([F:16])[F:17])[n:7]1.[Na+:23].[OH2:24]>>[c:2]1([Cl:25])[c:3]([C:18]#[N:19])[cH:4][cH:5][c:6](-[c:8]2[n:9][cH:10][cH:11][cH:12][c:13]2[C:14]([F:15])([F:16])[F:17])[n:7]1. Reactants: C1(=CC=CS1)C(=O)Cl (2-thenoyl chloride), C(C)N1C(CC2=CC=CC=C12)=O (1-ethyloxindole), [N+](=O)([O-])C1=CC=CC=C1 (nitrobenzene), [Cl-].[Al+3].[Cl-].[Cl-] (aluminum chloride). Solvent: O (water). Conditions: temperature 100 celsius. Product: C(C)N1C(CC2=CC(=CC=C12)C(C1=CC=CS1)=O)=O (1-ethyl-5-(2-thenoyl)oxindole). The yield is 47.7%. Reaction SMILES: [C:1]1([C:6](Cl)=[O:7])[S:5][CH:4]=[CH:3][CH:2]=1.[N+](C1C=CC=CC=1)([O-])=O.[Cl-].[Al+3].[Cl-].[Cl-].[CH2:22]([N:24]1[C:32]2[C:27](=[CH:28][CH:29]=[CH:30][CH:31]=2)[CH2:26][C:25]1=[O:33])[CH3:23]>O>[CH2:22]([N:24]1[C:32]2[C:27](=[CH:28][C:29]([C:6](=[O:7])[C:1]3[S:5][CH:4]=[CH:3][CH:2]=3)=[CH:30][CH:31]=2)[CH2:26][C:25]1=[O:33])[CH3:23] |f:2.3.4.5|. Procedure: To a mixture of 27.3 g. (19.9 mmoles) of 2-thenoyl chloride, 30 ml. of nitrobenzene and 32.95 g. of aluminum chloride was gradually added 10 g. (62 mmoles) of 1-ethyloxindole, and the resulting reaction mixture heated at 100° C. for 75 minutes. The reaction was cooled to room temperature and poured into 2 l. of ice and water. The product was extracted with methylene chloride and the dried extract concentrated to dryness, 11.05 g. The product was recrystallized from methylene chloride-hexane, 8.0... Reactants: BrC=1C=CC=C2C=CC=NC12 (8-bromoquinoline), O (H2O), C1=NC2=C(N1COCCO)NC(=NC2=O)N (acic), C(=O)([O-])[O-].[K+].[K+] (K2CO3), O1CCOCC1 (dioxane). The reagents and catalysts are C=1C=CC(=CC1)[P](C=2C=CC=CC2)(C=3C=CC=CC3)[Pd]([P](C=4C=CC=CC4)(C=5C=CC=CC5)C=6C=CC=CC6)([P](C=7C=CC=CC7)(C=8C=CC=CC8)C=9C=CC=CC9)[P](C=1C=CC=CC1)(C=1C=CC=CC1)C=1C=CC=CC1 (Pd(Ph3P)4). The solvent is CCOC(=O)C (EtOAc). Product: C1(=CC=CC=C1)C=1C=CC=C2C=CC=NC12 (8-Phenylquinoline). RXN SMILES: Br[C:2]1[CH:3]=[CH:4][CH:5]=[C:6]2[C:11]=1[N:10]=[CH:9][CH:8]=[CH:7]2.O.C1N(COCCO)[C:16]2NC(N)=N[C:26](=O)[C:15]=2N=1.[C:29]([O-])([O-])=O.[K+].[K+].O1[CH2:40][CH2:39]OCC1>CCOC(C)=O.C1C=CC([P]([Pd]([P](C2C=CC=CC=2)(C2C=CC=CC=2)C2C=CC=CC=2)([P](C2C=CC=CC=2)(C2C=CC=CC=2)C2C=CC=CC=2)[P](C2C=CC=CC=2)(C2C=CC=CC=2)C2C=CC=CC=2)(C2C=CC=CC=2)C2C=CC=CC=2)=CC=1>[C:16]1([C:2]2[CH:3]=[CH:4][CH:5]=[C:6]3[C:11]=2[N:10]=[CH:9][CH:8]=[CH:7]3)[CH:15]=[CH:26][CH:40]=[CH:39][CH:29]=1 |f:3.4.5,^1:50,52,71,90|. Procedure: A degassed solution of 8-bromoquinoline (1.0 g, 4.81 mmol) (Aldrich) in dioxane (50 mL)/H2O (10 mL) was treated with phenylboronic acic (0.64 g, 5.29 mmol) (Aldrich), Pd(Ph3P)4 (0.050 g, 0.04 mmol) and K2CO3 (0.73 g, 5.29 mmol). After refluxing for 4 hours under a N2 atmosphere the reaction was allowed to cool, diluted with EtOAc and separated. After drying over Na2SO4 and SiO2 chromatography (95:5 Hexanes/EtOAc) the titled compound was isolated as a colorless oil. Run in C(C)O (ethanol). RXN SMILES: CN(C)CCO[C:6]1[C:19]2[C:18](=[O:20])[C:17]3[C:12](=[CH:13][CH:14]=[CH:15][CH:16]=3)[N:11]([CH3:21])[C:10]=2[CH:9]=[CH:8][CH:7]=1.[Cl:23]C1C2C(=O)C3C(=CC=CC=3)NC=2C=CC=1.ClC1C=C(NC2C=CC=CC=2C(O)=O)C=CC=1.S(=O)(=O)(O)O>C(O)C>[Cl:23][C:6]1[C:19]2[C:18](=[O:20])[C:17]3[C:12](=[CH:13][CH:14]=[CH:15][CH:16]=3)[N:11]([CH3:21])[C:10]=2[CH:9]=[CH:8][CH:7]=1. Starting materials: ClC1=CC=CC=2NC3=CC=CC=C3C(C12)=O (1-chloro-9(10H)-acridinone), CN(CCOC1=CC=CC=2N(C3=CC=CC=C3C(C12)=O)C)C (1-(2-dimethylaminoethoxy)-10-methyl-9(10H)-acridinone), methanol-ether, IV, hydrochloride salt, ClC=1C=C(C=CC1)NC1=C(C(=O)O)C=CC=C1 (2-(m-chlorophenylamino)benzoic acid), S(O)(O)(=O)=O (sulfuric acid). Procedure: 1-(2-dimethylaminoethoxy)-10-methyl-9(10H)-acridinone [IV; R' is CH3, R" is H, --O--Y--N=Z is 1--O--CH2CH2N(CH3)2 ], hydrochloride salt, m.p. 237°-241° C. (tan granules from methanol-ether). The intermediate 1-chloro-10-methyl-9(10H)-acridinone, m.p. 183°-186° C. (pale yellow granules from ethanol) was prepared by N-methylation of 1-chloro-9(10H)-acridinone, in turn prepared by cyclization of 2-(m-chlorophenylamino)benzoic acid with sulfuric acid. Yields the product ClC1=CC=CC=2N(C3=CC=CC=C3C(C12)=O)C (1-chloro-10-methyl-9(10H)-acridinone). The reactants are [Al+3], N#Cc1ccc(Oc2cccc(OCc3ccccc3)c2)s1, [H-], [H-], [H-], [H-], [Li+], C1CCOC1, O. Yields the product NCc1ccc(Oc2cccc(OCc3ccccc3)c2)s1. RXN SMILES: [Al+3:2].[CH2:7]([c:8]1[cH:9][cH:10][cH:11][cH:12][cH:13]1)[O:14][c:15]1[cH:16][c:17]([O:18][c:19]2[cH:20][cH:21][c:22]([C:24]#[N:25])[s:23]2)[cH:26][cH:27][cH:28]1.[H-:1].[H-:4].[H-:5].[H-:6].[Li+:3].[O:30]1[CH2:31][CH2:32][CH2:33][CH2:34]1.[OH2:29]>>[CH2:7]([c:8]1[cH:9][cH:10][cH:11][cH:12][cH:13]1)[O:14][c:15]1[cH:16][c:17]([O:18][c:19]2[cH:20][cH:21][c:22]([CH2:24][NH2:25])[s:23]2)[cH:26][cH:27][cH:28]1. Reactants: [N+](=O)([O-])C1=CC=C(C=C1)O (4-nitrophenol), O1CCCC1 (tetrahydrofuran), BrCC(=O)OC(C)(C)C (tert-butyl 2-bromoacetate), C([O-])([O-])=O.[K+].[K+] (potassium carbonate). The solvent is O (water). Conditions: temperature 70 celsius, time 4 hour. Yields the product [N+](=O)([O-])C1=CC=C(OCC(=O)OC(C)(C)C)C=C1 (tert-butyl 2-(4-nitrophenoxy)acetate). As a reaction SMILES: [N+:1]([C:4]1[CH:9]=[CH:8][C:7]([OH:10])=[CH:6][CH:5]=1)([O-:3])=[O:2].Br[CH2:12][C:13]([O:15][C:16]([CH3:19])([CH3:18])[CH3:17])=[O:14].C(=O)([O-])[O-].[K+].[K+].O1CCCC1>O>[N+:1]([C:4]1[CH:9]=[CH:8][C:7]([O:10][CH2:12][C:13]([O:15][C:16]([CH3:19])([CH3:18])[CH3:17])=[O:14])=[CH:6][CH:5]=1)([O-:3])=[O:2] |f:2.3.4|. Procedure: Into a 100-mL round-bottom flask purged and maintained with an inert atmosphere of nitrogen, was placed 4-nitrophenol (1 g, 7.12 mmol, 1.00 equip, 99%), tert-butyl 2-bromoacetate (1.68 g, 8.53 mmol, 1.00 equip), potassium carbonate (1.49 g, 10.60 mmol, 1.50 equip, 99%), and tetrahydrofuran (50 mL). The resulting solution was stirred for 4 h at 70° C. in an oil bath. The resulting solution was diluted with water (150 mL). The resulting solution was extracted with ethyl acetate (3×100 mL) and the ... Reactants: C(C1=CC=CC=C1)OCCCBr (3-benzyloxy-1-bromopropane), C1(=CC=CC=C1)P(C1=CC=CC=C1)C1=CC=CC=C1 (triphenylphosphine), (CDCl3)δ2. Solvent: C(C)(=O)OCC (ethyl acetate), C1=CC=CC=C1 (benzene). Reaction conditions: time 48 hour. The product is [Br-].C(C1=CC=CC=C1)OCCC[P+](C1=CC=CC=C1)(C1=CC=CC=C1)C1=CC=CC=C1 (3-Benzyloxypropyltriphenylphosphonium Bromide). Reaction SMILES: [CH2:1]([O:8][CH2:9][CH2:10][CH2:11][Br:12])[C:2]1[CH:7]=[CH:6][CH:5]=[CH:4][CH:3]=1.[C:13]1([P:19]([C:26]2[CH:31]=[CH:30][CH:29]=[CH:28][CH:27]=2)[C:20]2[CH:25]=[CH:24][CH:23]=[CH:22][CH:21]=2)[CH:18]=[CH:17][CH:16]=[CH:15][CH:14]=1>C1C=CC=CC=1.C(OCC)(=O)C>[Br-:12].[CH2:1]([O:8][CH2:9][CH2:10][CH2:11][P+:19]([C:20]1[CH:21]=[CH:22][CH:23]=[CH:24][CH:25]=1)([C:26]1[CH:31]=[CH:30][CH:29]=[CH:28][CH:27]=1)[C:13]1[CH:14]=[CH:15][CH:16]=[CH:17][CH:18]=1)[C:2]1[CH:7]=[CH:6][CH:5]=[CH:4][CH:3]=1 |f:4.5|. Procedure: A solution of 3-benzyloxy-1-bromopropane (41.0 g., 0.18 mole) and triphenylphosphine (52.4 g., 0.2 mole) in benzene (500 ml.) is stirred and heated at reflux for 92 hours. After removing the solvent in vacuo, the residual gum is dissolved in acetonitrile (50 ml.) providing a pale yellow solution which is diluted with ethyl acetate (400 ml.) to incipient cloudiness and stirred at 25° for 48 hours. Deposited crystals are collected; the yield is 48 g. (53%). Recrystallization from ethyl acetate-ace...